This data is from the Open Reaction Database (ORD), a public repository of structured organic reaction records. The task is: describe an organic reaction: reactants, conditions, products, and yield The reactants are ClC1=C(OC(C(=O)OC)C2=CC3=C(C=C2)OCO3)C(=CC(=C1)CO)CCC (methyl 2-(2-chloro-4-hydroxymethyl-6-propylphenoxy)-2-(3,4-methylenedioxyphenyl)acetate), C1(=CC=CC=C1)P(C1=CC=CC=C1)C1=CC=CC=C1 (triphenylphosphine), C(Br)(Br)(Br)Br (carbon tetrabromide). Solvent: ClCCl (dichloromethane). Reaction conditions: time 30 minute. Yields the product BrCC1=CC(=C(OC(C(=O)OC)C2=CC3=C(C=C2)OCO3)C(=C1)CCC)Cl (methyl 2-(4-bromomethyl-2-chloro-6-propylphenoxy)-2-(3,4-methylenedioxyphenyl)acetate). RXN SMILES: [Cl:1][C:2]1[CH:22]=[C:21]([CH2:23]O)[CH:20]=[C:19]([CH2:25][CH2:26][CH3:27])[C:3]=1[O:4][CH:5]([C:10]1[CH:15]=[CH:14][C:13]2[O:16][CH2:17][O:18][C:12]=2[CH:11]=1)[C:6]([O:8][CH3:9])=[O:7].C1(P(C2C=CC=CC=2)C2C=CC=CC=2)C=CC=CC=1.C(Br)(Br)(Br)[Br:48]>ClCCl>[Br:48][CH2:23][C:21]1[CH:20]=[C:19]([CH2:25][CH2:26][CH3:27])[C:3]([O:4][CH:5]([C:10]2[CH:15]=[CH:14][C:13]3[O:16][CH2:17][O:18][C:12]=3[CH:11]=2)[C:6]([O:8][CH3:9])=[O:7])=[C:2]([Cl:1])[CH:22]=1. Procedure details: To a cooled (0°-5° C.), magnetically stirred solution of 0.445 g (1.13 mmol) of the product of step D and 0.446 g (1.70 mmol) of triphenylphosphine dissolved in 5 mL of dichloromethane was added 0.564 g (1.70 mmol) of carbon tetrabromide in several portions. After the addition was complete, the reaction was allowed to warm to room temperature and was stirred an additional 30 minutes. The methylene chloride was then removed in vacuo, and the residue was applied to a silica gel flash chromatograph... Reactants: [N+](=[N-])=C1C(NC2=CC=CC=C12)=O (3-diazooxindole), C(C#C)(=O)N (propiolamide). Reaction SMILES: [N+:1](=[C:3]1[C:11]2[C:6](=[CH:7][CH:8]=[CH:9][CH:10]=2)[NH:5][C:4]1=[O:12])=[N-:2].[C:13]([NH2:17])(=[O:16])[C:14]#[CH:15]>C1C=CC=CC=1>[O:12]=[C:4]1[N:1]2[N:2]=[C:14]([C:13]([NH2:17])=[O:16])[CH:15]=[C:3]2[C:11]2[CH:10]=[CH:9][CH:8]=[CH:7][C:6]=2[NH:5]1. The solvent is C1=CC=CC=C1 (benzene). Yields the product O=C1NC=2C=CC=CC2C=2N1N=C(C2)C(=O)N (5,6-dihydro-5-oxopyrazolo[1,5-c]quinazoline-2-carboxamide). Yield: 13.1%. Procedure: 4.8 g (0.03 mole) of 3-diazooxindole and 2.4 g (0.035 mole) of the propiolamide are taken up in benzene (250 ml) and refluxed overnight under a stream of nitrogen. The light tan precipitates that form are filtered off and dried in a vacuum oven for 4 hours. Yield 4.4 g. Additional refluxing of the filtrate gives 900 mg of product. Total yield: 5.3 g (77.4%). The reactants are FC=1C=C(C=CC1)C=1C=C(C(=C(C1)CNC=1C(=C(OCC(=O)OC(C)C)C=CC1C)C)C)C (isopropyl 2-[3-[[5-(3-fluorophenyl)-2,3-dimethyl-phenyl]methylamino]-2,4-dimethyl-phenoxy]acetate), [OH-].[Na+] (NaOH). Solvent: C1CCOC1 (THF), CO (MeOH). Run at time 2 hour. The product is FC=1C=C(C=CC1)C=1C=C(C(=C(C1)CNC=1C(=C(OCC(=O)O)C=CC1C)C)C)C (2-[3-[[5-(3-Fluorophenyl)-2,3-dimethyl-phenyl]methylamino]-2,4-dimethyl-phenoxy]acetic acid). Yield: 28.9%. RXN SMILES: [F:1][C:2]1[CH:3]=[C:4]([C:8]2[CH:9]=[C:10]([CH3:33])[C:11]([CH3:32])=[C:12]([CH2:14][NH:15][C:16]3[C:17]([CH3:31])=[C:18]([CH:27]=[CH:28][C:29]=3[CH3:30])[O:19][CH2:20][C:21]([O:23]C(C)C)=[O:22])[CH:13]=2)[CH:5]=[CH:6][CH:7]=1.[OH-].[Na+]>C1COCC1.CO>[F:1][C:2]1[CH:3]=[C:4]([C:8]2[CH:9]=[C:10]([CH3:33])[C:11]([CH3:32])=[C:12]([CH2:14][NH:15][C:16]3[C:17]([CH3:31])=[C:18]([CH:27]=[CH:28][C:29]=3[CH3:30])[O:19][CH2:20][C:21]([OH:23])=[O:22])[CH:13]=2)[CH:5]=[CH:6][CH:7]=1 |f:1.2|. Procedure: To a solution of isopropyl 2-[3-[[5-(3-fluorophenyl)-2,3-dimethyl-phenyl]methylamino]-2,4-dimethyl-phenoxy]acetate (80 mg, 0.17 mmol, 1.0 eq) in a mixture of THF (5 mL) and MeOH (5 mL) was added NaOH (2M aqueous solution, 3 mL, 6.0 mmol) at 0° C. The reaction mixture was allowed to warm to room temperature and stirred for 2 h. The organic solvent was removed in vacuo and the remaining aqueous solution diluted with water and acidified to pH 4-6 with diluted HCl. The solid precipitate that formed ... Reactants: C(C1=CC=CC=C1)OC1=CC2=C(C(N3[C@H]([C@@H](N2C(=O)OC(C)(C)C)O)CC(C3)=O)=O)C=C1OC ((11S,11aS)-8-Benzyloxy-10-(tert-butyloxycarbonyl)-11-hydroxy-7-methoxy-2-oxo-1,2,3,10,11,11a-hexahydro-5H-pyrrolo[2,1-c][1,4]benzodiazepine-5-one), OCC1(O)[C@H](O)[C@H](O)[C@H](O)CO1 (Psi). Reagents/catalysts: [Pd] (palladium on carbon). Run in alcohol, CCOC(=O)C.CCCCCC (EtOAc hexane). The product is C(C)(C)(C)OC(=O)N1[C@H]([C@H]2N(C(C3=C1C=C(C(=C3)OC)O)=O)CC(C2)=O)O ((11S,11aS)-10-(tert-Butyloxycarbonyl)-8,11-dihydroxy-7-methoxy-2-oxo-1,2,3,10,11,11a-hexahydro-5H-pyrrolo[2,1-c][1,4]benzodiazepine-5-one). The yield is 53.9%. As a reaction SMILES: C([O:8][C:9]1[C:32]([O:33][CH3:34])=[CH:31][C:12]2[C:13](=[O:30])[N:14]3[CH2:28][C:27](=[O:29])[CH2:26][C@H:15]3[C@H:16]([OH:25])[N:17]([C:18]([O:20][C:21]([CH3:24])([CH3:23])[CH3:22])=[O:19])[C:11]=2[CH:10]=1)C1C=CC=CC=1.OCC1(OC[C@@H](O)[C@@H](O)[C@H]1O)O>[Pd].CCOC(C)=O.CCCCCC>[C:21]([O:20][C:18]([N:17]1[C:11]2[CH:10]=[C:9]([OH:8])[C:32]([O:33][CH3:34])=[CH:31][C:12]=2[C:13](=[O:30])[N:14]2[CH2:28][C:27](=[O:29])[CH2:26][C@H:15]2[C@@H:16]1[OH:25])=[O:19])([CH3:24])([CH3:22])[CH3:23] |f:3.4|. Procedure: A catalytic amount of 10% palladium on carbon (0.23 g) was added to a solution of cyclized compound 23 (2.3 g, 4.9 mmol) in absolute alcohol (50 mL). The reaction mixture was hydrogenated for 4 h at 30 Psi. When the reaction was complete as indicated by TLC (SiO2, 50% EtOAc-hexane) the reaction mixture was filtered through Celite, and removal of excess solvent under reduced pressure afforded the phenol 24 (4.7 g, 2.64 mmol, 53%) as a white solid: [α]25D=+115° (c=0.10, MeOH); 1H NMR (CDCl3, 400 M... The reactants are COc1cc(C)c(S(=O)(=O)NC(CC(=O)OC(C)(C)C)C(=O)O)c(C)c1, CCN=C=NCCCN(C)C, COC(CN)OC, CCN(C(C)C)C(C)C, ClCCl, On1nnc2ccccc21. The product is COc1cc(C)c(S(=O)(=O)NC(CC(=O)OC(C)(C)C)C(=O)NCC(OC)OC)c(C)c1. Reaction SMILES: [C:31]([CH3:32])([CH3:33])([CH3:34])[O:35][C:36]([CH2:37][CH:38]([C:39](=[O:40])[OH:41])[NH:42][S:43](=[O:44])(=[O:45])[c:46]1[c:47]([CH3:55])[cH:48][c:49]([O:53][CH3:54])[cH:50][c:51]1[CH3:52])=[O:56].[CH3:20][CH2:21][N:22]=[C:23]=[N:24][CH2:25][CH2:26][CH2:27][N:28]([CH3:29])[CH3:30].[CH3:57][O:58][CH:59]([CH2:60][NH2:61])[O:62][CH3:63].[CH:1]([N:2]([CH:3]([CH3:4])[CH3:5])[CH2:6][CH3:7])([CH3:8])[CH3:9].[Cl:64][CH2:65][Cl:66].[OH:10][n:11]1[c:12]2[c:13]([cH:14][cH:15][cH:16][cH:17]2)[n:18][n:19]1>>[C:31]([CH3:32])([CH3:33])([CH3:34])[O:35][C:36]([CH2:37][CH:38]([C:39](=[O:40])[NH:61][CH2:60][CH:59]([O:58][CH3:57])[O:62][CH3:63])[NH:42][S:43](=[O:44])(=[O:45])[c:46]1[c:47]([CH3:55])[cH:48][c:49]([O:53][CH3:54])[cH:50][c:51]1[CH3:52])=[O:56].